From a dataset of the Open Reaction Database (ORD), a public repository of structured organic reaction records. describe an organic reaction: reactants, conditions, products, and yield Starting materials: CC(=O)[O-], COc1ccccc1C=O, CC(=O)OC(C)=O, CC(=O)O, O=C1CNC(=S)N1, [Na+], O. Reaction SMILES: [CH3:19][C:20](=[O:21])[O-:22].[CH3:1][O:2][c:3]1[c:4]([CH:5]=[O:6])[cH:7][cH:8][cH:9][cH:10]1.[CH3:23][C:24]([O:25][C:26](=[O:27])[CH3:28])=[O:29].[CH3:31][C:32](=[O:33])[OH:34].[NH:11]1[C:12](=[S:13])[NH:14][C:15](=[O:16])[CH2:17]1.[Na+:18].[OH2:30]>>[CH3:1][O:2][c:3]1[c:4]([CH:5]=[C:17]2[NH:11][C:12](=[S:13])[NH:14][C:15]2=[O:16])[cH:7][cH:8][cH:9][cH:10]1. The product is COc1ccccc1C=C1NC(=S)NC1=O. The reactants are O=C(OCc1ccccc1)ON1C(=O)CCC1=O, ClCCl, Cl, CC(O)(CN)C(F)(F)F, O. Product: CC(O)(CNC(=O)OCc1ccccc1)C(F)(F)F. As a reaction SMILES: [C:11]([O:12][CH2:13][c:14]1[cH:15][cH:16][cH:17][cH:18][cH:19]1)([O:20][N:22]1[C:23](=[O:24])[CH2:25][CH2:26][C:27]1=[O:28])=[O:21].[Cl:29][CH2:30][Cl:31].[ClH:1].[NH2:2][CH2:3][C:4]([C:5]([F:6])([F:7])[F:8])([OH:9])[CH3:10].[OH2:32]>>[NH:2]([CH2:3][C:4]([C:5]([F:6])([F:7])[F:8])([OH:9])[CH3:10])[C:11]([O:12][CH2:13][c:14]1[cH:15][cH:16][cH:17][cH:18][cH:19]1)=[O:20]. The reactants are [OH-].[Na+] (Sodium hydroxide), C1(=CC=C(C=C1)S(=O)(=O)Cl)C (p-Toluenesulfonyl chloride), Cl (hydrochloric acid), N[C@@H](CC(N)=O)C(=O)O (L-Asparagine). The solvent is O1CCOCC1 (dioxane), O1CCOCC1 (dioxane). Conditions: time 2 hour. The product is C1(=CC=C(C=C1)S(=O)(=O)N[C@@H](CC(N)=O)C(=O)O)C (N-p-Toluenesulfonyl-L-asparagine), solid. The yield is 94.0%. As a reaction SMILES: [NH2:1][C@H:2]([C:7]([OH:9])=[O:8])[CH2:3][C:4](=[O:6])[NH2:5].[OH-].[Na+].[C:12]1([CH3:22])[CH:17]=[CH:16][C:15]([S:18](Cl)(=[O:20])=[O:19])=[CH:14][CH:13]=1.Cl>O1CCOCC1>[C:12]1([CH3:22])[CH:17]=[CH:16][C:15]([S:18]([NH:1][C@H:2]([C:7]([OH:9])=[O:8])[CH2:3][C:4](=[O:6])[NH2:5])(=[O:20])=[O:19])=[CH:14][CH:13]=1 |f:1.2|. Procedure details: L-Asparagine (10.0 g, 75.7 mmol) was placed in a 500 mL round bottom flask equipped with a magnetic stir bar and an addition funnel. 1N Sodium hydroxide (170 mL, 166.5 mmol) was added along with 50 mL dioxane. p-Toluenesulfonyl chloride (15.88 g, 83.27 mmol) dissolved in dioxane (50 mL) was added to the reaction mixture with vigorous stirring. The reaction mixture was then stirred for 2 h at room temperature, cooled to 0° C., and acidified to pH 2-3 with hydrochloric acid (conc.). The desired pr... The reactants are ClCCl, O=C(O)C(F)(F)F, CC(C)CN(CC(O)C(Cc1ccc(OCCNC(=O)OC(C)(C)C)cc1)NC(=O)OC1COC2OCCC12)S(=O)(=O)c1ccc2c(c1)OCO2. Yields the product CC(C)CN(CC(O)C(Cc1ccc(OCCN)cc1)NC(=O)OC1COC2OCCC12)S(=O)(=O)c1ccc2c(c1)OCO2. RXN SMILES: [Cl:59][CH2:60][Cl:61].[F:52][C:53]([F:54])([F:55])[C:56]([OH:57])=[O:58].[O:1]1[CH2:2][O:3][c:4]2[c:5]1[cH:6][cH:7][c:8]([S:10](=[O:11])(=[O:12])[N:13]([CH2:14][CH:15]([CH:16]([CH2:17][c:18]1[cH:19][cH:20][c:21]([O:24][CH2:25][CH2:26][NH:27][C:28]([O:29][C:30]([CH3:31])([CH3:32])[CH3:33])=[O:34])[cH:22][cH:23]1)[NH:35][C:36]([O:37][CH:38]1[CH2:39][O:40][CH:41]3[O:42][CH2:43][CH2:44][CH:45]13)=[O:46])[OH:47])[CH2:48][CH:49]([CH3:50])[CH3:51])[cH:9]2>>[O:1]1[CH2:2][O:3][c:4]2[c:5]1[cH:6][cH:7][c:8]([S:10](=[O:11])(=[O:12])[N:13]([CH2:14][CH:15]([CH:16]([CH2:17][c:18]1[cH:19][cH:20][c:21]([O:24][CH2:25][CH2:26][NH2:27])[cH:22][cH:23]1)[NH:35][C:36]([O:37][CH:38]1[CH2:39][O:40][CH:41]3[O:42][CH2:43][CH2:44][CH:45]13)=[O:46])[OH:47])[CH2:48][CH:49]([CH3:50])[CH3:51])[cH:9]2. Starting materials: Cc1ccc2c(c1)NC(=O)c1cccc3c1N2CC3, CC1CCNCC1, Cc1ccccc1, [Cl-], [Cl-], [Cl-], [Cl-], [Ti+4]. Product: Cc1ccc2c(c1)N=C(N1CCC(C)CC1)c1cccc3c1N2CC3. As a reaction SMILES: [CH3:1][c:2]1[cH:3][c:4]2[c:5]([cH:18][cH:19]1)[N:6]1[c:7]3[c:8]([cH:12][cH:13][cH:14][c:15]3[CH2:16][CH2:17]1)[C:9](=[O:11])[NH:10]2.[CH3:20][CH:21]1[CH2:22][CH2:23][NH:24][CH2:25][CH2:26]1.[CH3:32][c:33]1[cH:34][cH:35][cH:36][cH:37][cH:38]1.[Cl-:27].[Cl-:28].[Cl-:29].[Cl-:30].[Ti+4:31]>>[CH3:1][c:2]1[cH:3][c:4]2[c:5]([cH:18][cH:19]1)[N:6]1[c:7]3[c:8]([cH:12][cH:13][cH:14][c:15]3[CH2:16][CH2:17]1)[C:9]([N:24]1[CH2:23][CH2:22][CH:21]([CH3:20])[CH2:26][CH2:25]1)=[N:10]2.